From a dataset of the Open Reaction Database (ORD), a public repository of structured organic reaction records. describe an organic reaction: reactants, conditions, products, and yield The reactants are COc1ccc(-c2c(C)cc3cc(OC)ccc3c2Oc2ccc(C=O)cc2)cc1, CCOC(=O)CP(=O)(OCC)OCC, [Li]CCCC. Yields the product CCOC(=O)C=Cc1ccc(Oc2c(-c3ccc(OC)cc3)c(C)cc3cc(OC)ccc23)cc1. Reaction SMILES: [CH3:1][c:2]1[c:3](-[c:23]2[cH:24][cH:25][c:26]([O:29][CH3:30])[cH:27][cH:28]2)[c:4]([O:14][c:15]2[cH:16][cH:17][c:18]([CH:19]=[O:20])[cH:21][cH:22]2)[c:5]2[cH:6][cH:7][c:8]([O:12][CH3:13])[cH:9][c:10]2[cH:11]1.[CH3:31][CH2:32][O:33][C:34](=[O:35])[CH2:36][P:37]([O:38][CH2:39][CH3:40])([O:41][CH2:42][CH3:43])=[O:44].[CH3:45][CH2:46][CH2:47][CH2:48][Li:49]>>[CH3:1][c:2]1[c:3](-[c:23]2[cH:24][cH:25][c:26]([O:29][CH3:30])[cH:27][cH:28]2)[c:4]([O:14][c:15]2[cH:16][cH:17][c:18]([CH:19]=[CH:36][C:34]([O:33][CH2:32][CH3:31])=[O:35])[cH:21][cH:22]2)[c:5]2[cH:6][cH:7][c:8]([O:12][CH3:13])[cH:9][c:10]2[cH:11]1. Starting materials: C(C)(C)(C)OC(N(CC(F)F)C[C@@H](COC(NC1=CC(=NO1)C1=CC(=CC=C1)F)=O)N(C)C(=O)OC(C)(C)C)=O ({(S)-2-(tert-Butoxycarbonyl-methyl-amino)-3-[3-(3-fluoro-phenyl)-isoxazol-5-ylcarbamoyloxy]-propyl}-(2,2-difluoro-ethyl)-carbamic acid tert-butyl ester), C(=O)(C(F)(F)F)O (TFA), ClC1=C(CNC(OC2=CC=C(C=C2)[N+](=O)[O-])=O)C=CC=C1F (4-nitrophenyl 2-chloro-3-fluorobenzylcarbamate), TEA. Solvent: C(Cl)Cl (DCM). Run at time 1 hour. Product: FC=1C=C(C=CC1)C1=NOC(=C1)NC(OC[C@H](CNCC(F)F)N(C(=O)NCC1=C(C(=CC=C1)F)Cl)C)=O ((S)-2-(3-(2-chloro-3-fluorobenzyl)-1-methylureido)-3-(2,2-difluoroethylamino)propyl 3-(3-fluorophenyl)isoxazol-5-ylcarbamate). Yield: 39.0%. As a reaction SMILES: C(OC(=O)[N:7]([CH2:12][C@H:13]([N:31]([C:33]([O:35]C(C)(C)C)=O)[CH3:32])[CH2:14][O:15][C:16](=[O:30])[NH:17][C:18]1[O:22][N:21]=[C:20]([C:23]2[CH:28]=[CH:27][CH:26]=[C:25]([F:29])[CH:24]=2)[CH:19]=1)[CH2:8][CH:9]([F:11])[F:10])(C)(C)C.C(O)(C(F)(F)F)=O.[Cl:48][C:49]1[C:68]([F:69])=[CH:67][CH:66]=[CH:65][C:50]=1[CH2:51][NH:52]C(=O)OC1C=CC([N+]([O-])=O)=CC=1>C(Cl)Cl>[F:29][C:25]1[CH:24]=[C:23]([C:20]2[CH:19]=[C:18]([NH:17][C:16](=[O:30])[O:15][CH2:14][C@@H:13]([N:31]([CH3:32])[C:33]([NH:52][CH2:51][C:50]3[CH:65]=[CH:66][CH:67]=[C:68]([F:69])[C:49]=3[Cl:48])=[O:35])[CH2:12][NH:7][CH2:8][CH:9]([F:10])[F:11])[O:22][N:21]=2)[CH:28]=[CH:27][CH:26]=1. Reported procedure: To a solution of {(S)-2-(tert-Butoxycarbonyl-methyl-amino)-3-[3-(3-fluoro-phenyl)-isoxazol-5-ylcarbamoyloxy]-propyl}-(2,2-difluoro-ethyl)-carbamic acid tert-butyl ester (291 mg, 0.62 mmol) in DCM (5 mL) was added TFA (1.0 mL). The mixture was stirred at RT for 1 h, concentrated, and dissolved in THF (10 mL). To the resulting solution were added 4-nitrophenyl 2-chloro-3-fluorobenzylcarbamate (220 mg, 0.68 mmol) and TEA (0.3 mL, 1.24 mmol) at 0° C. The resulting mixture was stirred at 0° C. for 1 ... Starting materials: CC(=O)N(C)c1ccc2c(c1)nc(C(F)(F)F)n2CC1CCOCC1, Cl. The product is CNc1ccc2c(c1)nc(C(F)(F)F)n2CC1CCOCC1. RXN SMILES: [CH3:1][N:2]([C:3](=[O:4])[CH3:5])[c:6]1[cH:7][c:8]2[c:9]([n:10]([CH2:17][CH:18]3[CH2:19][CH2:20][O:21][CH2:22][CH2:23]3)[c:11]([C:13]([F:14])([F:15])[F:16])[n:12]2)[cH:24][cH:25]1.[ClH:26]>>[CH3:1][NH:2][c:6]1[cH:7][c:8]2[c:9]([n:10]([CH2:17][CH:18]3[CH2:19][CH2:20][O:21][CH2:22][CH2:23]3)[c:11]([C:13]([F:14])([F:15])[F:16])[n:12]2)[cH:24][cH:25]1. Reactants: OC(=O)C1=CC=C(C(C)C)C=C1 (cumic acid), [H][H] (hydrogen). Reagents/catalysts: [Pt]=O (Platinum oxide). The solvent is C(C)(=O)O (acetic acid). The product is C(C)(C)C1CCC(CC1)C(=O)O (4-isopropylcyclohexane carboxylic acid). Isolated yield 96.3%. RXN SMILES: [OH:1][C:2]([C:4]1[CH:12]=[CH:11][C:7]([CH:8]([CH3:10])[CH3:9])=[CH:6][CH:5]=1)=[O:3].[H][H]>[Pt]=O.C(O)(=O)C>[CH:8]([CH:7]1[CH2:11][CH2:12][CH:4]([C:2]([OH:3])=[O:1])[CH2:5][CH2:6]1)([CH3:10])[CH3:9]. Procedure details: Platinum oxide (500 mg) as a catalyst was suspended in acetic acid (50 ml) and cumic acid (10 g, 61 mmole) was added thereto. The mixture thus obtained was stirred vigorously for 2 hours at room temperature under a pressure of hydrogen 5 kg/cm2. The catalyst was removed by filtration, and the filtrate was concentrated under reduced pressure to a solid state. The resultant substance was distilled under reduced pressure of 1 mmHg (1.3×10-3 kg/cm2), at 113°-116° C. to obtain 4-isopropylcyclohexane ... The reactants are N1(CCCCC1)C(=O)Cl (piperidylcarbonyl chloride), C(C)(C)N(C(C)C)CC (N,N-diisopropylethylamine), Cl.C(C)N(C(=O)NC=1C(=NNC1)C1=NC2=C(N1)C=C(C(=C2)F)OCCCN2CCCCC2)CC (1,1-diethyl-3-{3-[5-fluoro-6-(3-piperidin-1-ylpropoxy)-1H-benzimidazol-2-yl]-1H-pyrazol-4-yl}urea Hydrochloride), C1CCOC1 (THF), saturated solution, C([O-])(O)=O.[Na+] (sodium bicarbonate). Conditions: temperature 52 celsius. The product is CN(CCCOC=1C(=CC2=C(NC(=N2)C2=NN(C=C2NC(=O)N2CCCCC2)C2OCCCC2)C1)F)C (piperidine-1-carboxylic acid [3-[6-(3-dimethylaminopropoxy)-5-fluoro-1H-benzimidazol-2-yl]-1-(tetrahydropyran-2-yl)-1H-pyrazol-4-yl]amide). Reaction SMILES: [N:1]1([C:7](Cl)=[O:8])[CH2:6][CH2:5][CH2:4][CH2:3][CH2:2]1.C(N(CC)[CH:14]([CH3:16])[CH3:15])(C)C.Cl.C(N(CC)C([NH:25][C:26]1[C:27]([C:31]2[NH:35][C:34]3[CH:36]=[C:37]([O:41][CH2:42][CH2:43][CH2:44][N:45]4[CH2:50]CCC[CH2:46]4)[C:38]([F:40])=[CH:39][C:33]=3[N:32]=2)=[N:28][NH:29][CH:30]=1)=O)C.C(=O)(O)[O-].[Na+].C1C[O:61][CH2:60][CH2:59]1>>[CH3:50][N:45]([CH3:46])[CH2:44][CH2:43][CH2:42][O:41][C:37]1[C:38]([F:40])=[CH:39][C:33]2[N:32]=[C:31]([C:27]3[C:26]([NH:25][C:7]([N:1]4[CH2:6][CH2:5][CH2:4][CH2:3][CH2:2]4)=[O:8])=[CH:30][N:29]([CH:15]4[CH2:14][CH2:16][CH2:59][CH2:60][O:61]4)[N:28]=3)[NH:35][C:34]=2[CH:36]=1 |f:2.3,4.5|. Reported procedure: 171.3 μL of piperidylcarbonyl chloride and 200 μL of N,N-diisopropylethylamine are added to a solution of 100 mg of intermediate 1 in 10 mL of THF. The reaction mixture is heated at 52° C. for 48 hours. The reaction medium is cooled to ambient temperature and then 20 mL of a saturated solution of sodium bicarbonate are added. The aqueous phase is extracted with 3 times 10 mL of EtOAc. The organic phases are dried over MgSO4, filtered and concentrated under vacuum in a rotary evaporator. The reac... Starting materials: O=C(O)c1ccc(Br)o1, [K+], [K+], [K+], CN(C)C=O, OB(O)c1ccccc1, O=P([O-])([O-])[O-]. Yields the product O=C(O)c1ccc(-c2ccccc2)o1. As a reaction SMILES: [Br:1][c:2]1[cH:3][cH:4][c:5]([C:7](=[O:8])[OH:9])[o:6]1.[K+:24].[K+:25].[K+:26].[O:27]=[CH:28][N:29]([CH3:30])[CH3:31].[OH:10][B:11]([OH:12])[c:13]1[cH:14][cH:15][cH:16][cH:17][cH:18]1.[P:19]([O-:20])([O-:21])([O-:22])=[O:23]>>[c:2]1(-[c:13]2[cH:14][cH:15][cH:16][cH:17][cH:18]2)[cH:3][cH:4][c:5]([C:7](=[O:8])[OH:9])[o:6]1. The solvent is O (water), C(C)(=O)O (acetic acid). Procedure: A mixture of 0.150 g (0.38 mmol) of 6-(2,6-dichlorophenyl)-8-ethyl-2-methanesulfonyl-8H-pyrido[2,3-d]pyrimidin-7-one of Example 68 and 0.500 g (2.70 mmol) of 3,4,5-trimethoxyaniline was heated in a 160° C. oil bath for 5 minutes. The dark solution was cooled and dissolved in 2 mL of warm glacial acetic acid. This solution was diluted to 15 mL volume with water to precipitate a violet solid. The solid was filtered, washed well with water, and dried; wt 0.140 g. Purification was effected by filtra... Yields the product ClC1=C(C(=CC=C1)Cl)C1=CC2=C(N=C(N=C2)NC2=CC(=C(C(=C2)OC)OC)OC)N(C1=O)CC (6-(2,6-Dichlorophenyl)-8-ethyl-2-(3,4,5-trimethoxyphenylamino)-8H-pyrido[2,3-d]pyrimidin-7-one). Run at temperature 160 celsius. The reactants are ClC1=C(C(=CC=C1)Cl)C1=CC2=C(N=C(N=C2)S(=O)(=O)C)N(C1=O)CC (6-(2,6-Dichlorophenyl)-8-ethyl-2-methanesulfonyl-8H-pyrido[2,3-d]pyrimidin-7-one), COC=1C=C(N)C=C(C1OC)OC (3,4,5-trimethoxyaniline). As a reaction SMILES: [Cl:1][C:2]1[CH:7]=[CH:6][CH:5]=[C:4]([Cl:8])[C:3]=1[C:9]1[C:22](=[O:23])[N:21]([CH2:24][CH3:25])[C:12]2[N:13]=[C:14](S(C)(=O)=O)[N:15]=[CH:16][C:11]=2[CH:10]=1.[CH3:26][O:27][C:28]1[CH:29]=[C:30]([CH:32]=[C:33]([O:37][CH3:38])[C:34]=1[O:35][CH3:36])[NH2:31]>C(O)(=O)C.O>[Cl:1][C:2]1[CH:7]=[CH:6][CH:5]=[C:4]([Cl:8])[C:3]=1[C:9]1[C:22](=[O:23])[N:21]([CH2:24][CH3:25])[C:12]2[N:13]=[C:14]([NH:31][C:30]3[CH:32]=[C:33]([O:37][CH3:38])[C:34]([O:35][CH3:36])=[C:28]([O:27][CH3:26])[CH:29]=3)[N:15]=[CH:16][C:11]=2[CH:10]=1.